Dataset: the Open Reaction Database (ORD), a public repository of structured organic reaction records. Task: describe an organic reaction: reactants, conditions, products, and yield Reactants: ClC1=CC=C(C=C1)C1=C(N(C2=CC=C(C=C12)OC(CO)(C)C)C)C (2-[3-(4-chloro-phenyl)-1,2-dimethyl-1H-indole-5-yloxy]-2-methylpropanol), S(O)(O)(=O)=O (sulfuric acid). The reagents and catalysts are [O-2].[O-2].[O-2].[Cr+6] (chromium trioxide). Solvent: C(C)(=O)O (acetic acid), O (water), O (water), C(C)(=O)O (acetic acid). Conditions: time 8 hour. Yields the product ClC1=CC=C(C=C1)C1=C(N(C2=CC=C(C=C12)OC(C(=O)O)(C)C)C)C (2-[3-(4-Chloro-phenyl)-1,2-dimethyl-1H-indole-5-yloxy]-2-methyl-propanoic acid). As a reaction SMILES: [Cl:1][C:2]1[CH:7]=[CH:6][C:5]([C:8]2[C:16]3[C:11](=[CH:12][CH:13]=[C:14]([O:17][C:18]([CH3:22])([CH3:21])[CH2:19][OH:20])[CH:15]=3)[N:10]([CH3:23])[C:9]=2[CH3:24])=[CH:4][CH:3]=1.S(=O)(=O)(O)[OH:26]>C(O)(=O)C.O.[O-2].[O-2].[O-2].[Cr+6]>[Cl:1][C:2]1[CH:3]=[CH:4][C:5]([C:8]2[C:16]3[C:11](=[CH:12][CH:13]=[C:14]([O:17][C:18]([CH3:21])([CH3:22])[C:19]([OH:26])=[O:20])[CH:15]=3)[N:10]([CH3:23])[C:9]=2[CH3:24])=[CH:6][CH:7]=1 |f:4.5.6.7|. Procedure: A solution of 6.0 g (60 m mole) of chromium trioxide in 50 ml of glacial acetic acid and 5 ml of water was added dropwise to a mixture of 19.0 g (55 m mole) of 2-[3-(4-chloro-phenyl)-1,2-dimethyl-1H-indole-5-yloxy]-2-methylpropanol, 50 ml of glacial acetic acid, 10 ml of water, and 5 ml of conc. sulfuric acid under stirring. After standing overnight, the reaction mixture was warmed for one hour on a steam bath. Subsequently the mixture was extracted with chloroform. The chloroform extracts were ... The reactants are COC(=O)c1cc(-c2ccc(Cl)cc2)c(-c2ccc(Cl)cc2Cl)[nH]c1=O, O=C(Cl)C(=O)Cl, ClCCl. The product is COC(=O)c1cc(-c2ccc(Cl)cc2)c(-c2ccc(Cl)cc2Cl)nc1Cl. As a reaction SMILES: [Cl:1][c:2]1[c:3](-[c:9]2[c:10](-[c:20]3[cH:21][cH:22][c:23]([Cl:26])[cH:24][cH:25]3)[cH:11][c:12]([C:16](=[O:17])[O:18][CH3:19])[c:13](=[O:15])[nH:14]2)[cH:4][cH:5][c:6]([Cl:8])[cH:7]1.[Cl:27][C:28]([C:29]([Cl:30])=[O:31])=[O:32].[Cl:33][CH2:34][Cl:35]>>[Cl:1][c:2]1[c:3](-[c:9]2[c:10](-[c:20]3[cH:21][cH:22][c:23]([Cl:26])[cH:24][cH:25]3)[cH:11][c:12]([C:16](=[O:17])[O:18][CH3:19])[c:13]([Cl:27])[n:14]2)[cH:4][cH:5][c:6]([Cl:8])[cH:7]1.